Dataset: the Open Reaction Database (ORD), a public repository of structured organic reaction records. Task: describe an organic reaction: reactants, conditions, products, and yield Starting materials: COC(=O)C1=C(C2=C(N=CN=C2Cl)S1)C (4-chloro-5-methyl-thieno[2,3-d]pyrimidine-6-carboxylic acid methyl ester), NC1=C(O[C@@H]2CN(CCC2)C(C(F)(F)F)=O)C=C(C=C1)C ((S)-1-(3-(2-amino-5-methylphenoxy)piperidin-1-yl)-2,2,2-trifluoroethanone). Product: COC(=O)C1=C(C2=C(N=CN=C2NC2=C(C=C(C=C2)C)O[C@@H]2CN(CCC2)C(C(F)(F)F)=O)S1)C (4-{4-Methyl-2-[(S)-1-(2,2,2-trifluoro-acetyl)-piperidin-3-yloxy]-phenylamino}-5-methyl-thieno[2,3-d]pyrimidine-6-carboxylic acid methyl ester). As a reaction SMILES: [CH3:1][O:2][C:3]([C:5]1[S:14][C:8]2[N:9]=[CH:10][N:11]=[C:12](Cl)[C:7]=2[C:6]=1[CH3:15])=[O:4].[NH2:16][C:17]1[CH:35]=[CH:34][C:33]([CH3:36])=[CH:32][C:18]=1[O:19][C@H:20]1[CH2:25][CH2:24][CH2:23][N:22]([C:26](=[O:31])[C:27]([F:30])([F:29])[F:28])[CH2:21]1>>[CH3:1][O:2][C:3]([C:5]1[S:14][C:8]2[N:9]=[CH:10][N:11]=[C:12]([NH:16][C:17]3[CH:35]=[CH:34][C:33]([CH3:36])=[CH:32][C:18]=3[O:19][C@H:20]3[CH2:25][CH2:24][CH2:23][N:22]([C:26](=[O:31])[C:27]([F:30])([F:28])[F:29])[CH2:21]3)[C:7]=2[C:6]=1[CH3:15])=[O:4]. Procedure details: Prepared analogously to example 65.1. from 4-chloro-5-methyl-thieno[2,3-d]pyrimidine-6-carboxylic acid methyl ester and (S)-1-(3-(2-amino-5-methylphenoxy)piperidin-1-yl)-2,2,2-trifluoroethanone Starting materials: CC(=O)OC(C)=O, Clc1ccccc1-c1cn2ccoc2n1, O, O=S(=O)(O)O. Product: CC(=O)c1c(-c2ccccc2Cl)nc2occn12. RXN SMILES: [CH3:16][C:17](=[O:18])[O:19][C:20](=[O:21])[CH3:22].[Cl:1][c:2]1[c:3](-[c:8]2[n:9][c:10]3[o:11][cH:12][cH:13][n:14]3[cH:15]2)[cH:4][cH:5][cH:6][cH:7]1.[OH2:28].[S:23](=[O:24])(=[O:25])([OH:26])[OH:27]>>[Cl:1][c:2]1[c:3](-[c:8]2[n:9][c:10]3[o:11][cH:12][cH:13][n:14]3[c:15]2[C:17]([CH3:16])=[O:18])[cH:4][cH:5][cH:6][cH:7]1. Starting materials: ClC=1C=C(C=CC1)N1N=C(N=N1)C=CC1=CC=CC=C1 (2-(3-Chloro-phenyl)-5-styryl-2H-tetrazole), C(C)(C)(C)O (t-butanol), Potassium osmate oxide hydrate, C(CC(O)(C(=O)O)CC(=O)O)(=O)O (citric acid), C[N+]1(CCOCC1)[O-] (4-methyl morpholine N-oxide). Solvent: O (water). Run at time 8 hour. Product: ClC=1C=C(C=CC1)N1N=C(N=N1)C(C(O)C1=CC=CC=C1)O (1-[2-(3-chloro-phenyl)-2H-tetrazol-5-yl]-2-phenyl-ethane-1,2-diol). Isolated yield 68.0%. Reaction SMILES: [Cl:1][C:2]1[CH:3]=[C:4]([N:8]2[N:12]=[N:11][C:10](C=CC3C=CC=CC=3)=[N:9]2)[CH:5]=[CH:6][CH:7]=1.[C:21](O)(=O)[CH2:22][C:23]([CH2:28][C:29]([OH:31])=O)([C:25](O)=O)O.[C:34](O)(C)(C)[CH3:35].C[N+]1([O-])CC[O:43]CC1>O>[Cl:1][C:2]1[CH:3]=[C:4]([N:8]2[N:12]=[N:11][C:10]([CH:29]([OH:31])[CH:28]([C:23]3[CH:22]=[CH:21][CH:35]=[CH:34][CH:25]=3)[OH:43])=[N:9]2)[CH:5]=[CH:6][CH:7]=1. Procedure: 2-(3-Chloro-phenyl)-5-styryl-2H-tetrazole (127.0 mg, 0.446 mmol) was weighed into a vial and citric acid (171.35 mg, 0.892 mmol) was added followed by a 1:1 mixture of t-butanol and water (3 mL). Potassium osmate oxide hydrate (0.3 mg) was added followed by 4-methyl morpholine N-oxide (in 1.5 mL of water) and the reaction was allowed to stir overnight. The reaction was filtered and washed with water and 1M hydrochloric acid to yield the title compound as a beige solid (95.4 mg, 68%). 1H NMR (MeO... Starting materials: O=C([O-])[O-], [Cs+], [Cs+], CC(C)I, CN(C)C=O, O, OCc1cccc(O)c1. Yields the product CC(C)Oc1cccc(CO)c1. As a reaction SMILES: [C:14](=[O:15])([O-:16])[O-:17].[Cs+:18].[Cs+:19].[I:10][CH:11]([CH3:12])[CH3:13].[O:20]=[CH:21][N:22]([CH3:23])[CH3:24].[OH2:25].[OH:1][CH2:2][c:3]1[cH:4][cH:5][cH:6][c:7]([OH:8])[cH:9]1>>[OH:1][CH2:2][c:3]1[cH:4][cH:5][cH:6][c:7]([O:8][CH:11]([CH3:12])[CH3:13])[cH:9]1. Starting materials: C(CCC)[Li] (n-Butyllithium), ClC1=C(C(=O)OCC)C(=CC=C1)Cl (ethyl 2,6-dichlorobenzoate), C(=O)=O (carbon dioxide). Solvent: C1CCOC1 (THF). Conditions: temperature -78 celsius, time 1 hour. Product: ClC1=C(C(=O)O)C=CC(=C1C(=O)OCC)Cl (2,4-dichloro-3-ethoxycarbonylbenzoic acid). As a reaction SMILES: C([Li])CCC.[Cl:6][C:7]1[CH:17]=[CH:16][CH:15]=[C:14]([Cl:18])[C:8]=1[C:9]([O:11][CH2:12][CH3:13])=[O:10].[C:19](=[O:21])=[O:20]>C1COCC1>[Cl:6][C:7]1[C:8]([C:9]([O:11][CH2:12][CH3:13])=[O:10])=[C:14]([Cl:18])[CH:15]=[CH:16][C:17]=1[C:19]([OH:21])=[O:20]. Reported procedure: n-Butyllithium (2.5M in hexane, 16.5 ml) was added to a solution of ethyl 2,6-dichlorobenzoate (6.89 g) in THF while maintaining the temperature below -70° C. The mixture was stirred at -78° C. for 1 hour and poured onto solid carbon dioxide pellets. The mixture was acidified to pH1 and extracted with ether, washed with water, dried (MgSO4) and filtered. The filtrate was evaporated to dryness and the residue was recrystallized from a mixture of cyclohexane and ether to give 2,4-dichloro-3-ethoxy... Starting materials: ClC1=CC2=C(N(C(=N2)C)CC)C=C1Cl (5,6-Dichloro-1-ethyl-2-methylbenzimidazole), BrCC#CCBr (1,4-dibromo-2-butyne). Run in CCOCC (ether). Reaction conditions: time 8 hour. Yields the product [Br-].BrCC#CC[N+]1=C(N(C2=C1C=C(C(=C2)Cl)Cl)CC)C (1-(4-Bromo-2-butyn-1-yl)-5, 6-dichloro-3-ethyl-2-methylbenzimidazolium bromide). As a reaction SMILES: [Cl:1][C:2]1[C:13]([Cl:14])=[CH:12][C:5]2[N:6]([CH2:10][CH3:11])[C:7]([CH3:9])=[N:8][C:4]=2[CH:3]=1.[Br:15][CH2:16][C:17]#[C:18][CH2:19]Br>CCOCC>[Br-:15].[Br:15][CH2:16][C:17]#[C:18][CH2:19][N+:8]1[C:4]2[CH:3]=[C:2]([Cl:1])[C:13]([Cl:14])=[CH:12][C:5]=2[N:6]([CH2:10][CH3:11])[C:7]=1[CH3:9] |f:3.4|. Procedure: 5,6-Dichloro-1-ethyl-2-methylbenzimidazole (11.5 g., 0.05 moles) and 1,4-dibromo-2-butyne (31 g., 0.15 moles) were mixed together and stirred at room temperature overnight. The reaction mixture was treated with ether, the solid was collected by filtration, washed with ether and dried. It was recrystallized from acetonitrile containing 5% water (400 ml). The product was recovered in two crops. Yield 20.2 g (92%), mp. 185°-189° C.